This data is from the Open Reaction Database (ORD), a public repository of structured organic reaction records. The task is: describe an organic reaction: reactants, conditions, products, and yield Reactants: CC#N, Cc1ccnc(Cl)c1, O=C1CCC(=O)N1Cl, CC(C)(C#N)N=NC(C)(C)C#N. The product is ClCc1ccnc(Cl)c1. Reaction SMILES: [CH3:29][C:30]#[N:31].[Cl:1][c:2]1[n:3][cH:4][cH:5][c:6]([CH3:8])[cH:7]1.[Cl:21][N:22]1[C:23](=[O:24])[CH2:25][CH2:26][C:27]1=[O:28].[N:9]#[C:10][C:11]([N:12]=[N:13][C:14]([C:15]#[N:16])([CH3:17])[CH3:18])([CH3:19])[CH3:20]>>[Cl:1][c:2]1[n:3][cH:4][cH:5][c:6]([CH2:8][Cl:21])[cH:7]1. Starting materials: BrC1=NC=CC=C1 (2-bromopyridine), S1C=CC=C1 (thiophene), [Li]CCCC (n-BuLi), [Li]CCCC (n-BuLi), [Li]C1=NC=CC=C1 (2-lithiopyridine), C1(C=CCC1)=O (2-cyclopenten-1-one). The reagents and catalysts are [Cu](I)I (copper iodide). The solvent is C(C)OCC (diethyl ether), CCOC(=O)C (EtOAc), C(C)OCC (diethyl ether), C(C)OCC (diethyl ether). Conditions: time 1 hour. Product: N1=C(C=CC=C1)C1CC(CC1)=O (3-(pyridin-2-yl)cyclopentanone). Yield: 42.9%. As a reaction SMILES: S1C=CC=C1.[Li]CCCC.Br[C:12]1[CH:17]=[CH:16][CH:15]=[CH:14][N:13]=1.[Li]C1C=CC=CN=1.[C:25]1(=[O:30])[CH2:29][CH2:28][CH:27]=[CH:26]1>C(OCC)C.[Cu](I)I.CCOC(C)=O>[N:13]1[CH:14]=[CH:15][CH:16]=[CH:17][C:12]=1[CH:27]1[CH2:28][CH2:29][C:25](=[O:30])[CH2:26]1. Procedure details: A solution of thiophene (0.50 g, 6.0 mmol), diethyl ether (50 mL), and n-BuLi (2.5 M, 2.20 mL, 5.50 mmol) was stirred at room temperature for 1 hour. The reaction mixture was cooled to <5° C. and copper iodide (1.05 g, 5.50 mmol) was added. The reaction mixture was warmed to room temperature and stirred for 1 hour. In a separate flask, a solution of 2-bromopyridine (0.87 g, 5.50 mmol) in diethyl ether (50 mL) was cooled to <−70° C. and n-BuLi (2.5 M, 2.20 mL, 5.50 mmol) was added. The reaction m... Reactants: FC1=C(CNC2=C(C=NC=C2)[N+](=O)[O-])C=CC=C1 (4-[(2-fluorobenzyl)amino]-3-nitropyridine), Cl (hydrochloric acid), CO (methanol), ( ξ14900 ), Cl (hydrochloric acid), ( ξ10700 ), Stannous chloride dihydrate, ( ξ17900 ), ( ξ11200 ). The solvent is C(C)(=O)OCC (ethyl acetate). Conditions: time 30 minute. Yields the product NC=1C(=NC=CC1NCC1=C(C=CC=C1)F)Cl (3-amino-2-chloro-4-[(2-fluorobenzyl)amino]pyridine). As a reaction SMILES: [F:1][C:2]1[CH:18]=[CH:17][CH:16]=[CH:15][C:3]=1[CH2:4][NH:5][C:6]1[CH:11]=[CH:10][N:9]=[CH:8][C:7]=1[N+:12]([O-])=O.CO.[ClH:21]>C(OCC)(=O)C>[NH2:12][C:7]1[C:8]([Cl:21])=[N:9][CH:10]=[CH:11][C:6]=1[NH:5][CH2:4][C:3]1[CH:15]=[CH:16][CH:17]=[CH:18][C:2]=1[F:1]. Procedure: A mechanically stirred solution of 4-[(2-fluorobenzyl)amino]-3-nitropyridine (12.31 g, 49.8 mmol) in concentrated hydrochloric acid (118 ml) was heated to 90° under a nitrogen atm. Stannous chloride dihydrate (55.56 g, 246 mmol) was added in small portions over a 5 min period (the oil bath was removed until the reaction subsided). After an additional 30 min at 90°, the reaction mixture was cooled, diluted with water (200 ml) and spin evaporated in vacuo. The residue was diluted with water (200 m... The product is COCCCCCOc1ccc(-c2ccc(N3CCN(C(=O)OC(C)(C)C)CC3)cc2)cc1. Starting materials: COCCCCCOc1ccc(-c2ccc(Br)cc2)cc1, CC(C)(C)OC(=O)N1CCNCC1, CC(C)(C)[O-], Cc1ccccc1, CCOC(C)=O, [Na+], O. RXN SMILES: [Br:14][c:15]1[cH:16][cH:17][c:18](-[c:21]2[cH:22][cH:23][c:24]([O:27][CH2:28][CH2:29][CH2:30][CH2:31][CH2:32][O:33][CH3:34])[cH:25][cH:26]2)[cH:19][cH:20]1.[C:1]([CH3:2])([CH3:3])([CH3:4])[O:5][C:6](=[O:7])[N:8]1[CH2:9][CH2:10][NH:11][CH2:12][CH2:13]1.[CH3:35][C:36]([CH3:37])([O-:38])[CH3:39].[CH3:42][c:43]1[cH:44][cH:45][cH:46][cH:47][cH:48]1.[CH3:49][CH2:50][O:51][C:52](=[O:53])[CH3:54].[Na+:40].[OH2:41]>>[C:1]([CH3:2])([CH3:3])([CH3:4])[O:5][C:6](=[O:7])[N:8]1[CH2:9][CH2:10][N:11]([c:15]2[cH:16][cH:17][c:18](-[c:21]3[cH:22][cH:23][c:24]([O:27][CH2:28][CH2:29][CH2:30][CH2:31][CH2:32][O:33][CH3:34])[cH:25][cH:26]3)[cH:19][cH:20]2)[CH2:12][CH2:13]1.